The task is: describe an organic reaction: reactants, conditions, products, and yield. This data is from the Open Reaction Database (ORD), a public repository of structured organic reaction records. The reactants are N[C@@H](CCC(=O)O)C(=O)O (Glutamic acid), CC(=O)C1=C[N+](=CC=C1)C2C(C(C(O2)COP(=O)(O)OP(=O)(O)OCC3C(C(C(O3)N4C=NC5=C4N=CN=C5N)O)O)O)O (3-acetylpyridine NAD), N[C@@H](CCC(=O)[O-])C(=O)[O-] (glutamate). Yields the product C(C)(=O)C=1C=NC=CC1.C=1N=C(C2=C(N1)N(C=N2)[C@H]3[C@@H]([C@@H]([C@H](O3)COP(=O)(O)OP(=O)(O)OC[C@@H]4[C@H]([C@H]([C@@H](O4)N5C=CCC(=C5)C(=O)N)O)O)O)O)N (3-acetylpyridine NADH). Reaction SMILES: [NH2:1][C@H](C(O)=O)CCC(O)=O.[CH3:11][C:12]([C:14]1[CH:19]=[CH:18][CH:17]=[N+:16]([CH:20]2[O:24][CH:23]([CH2:25][O:26][P:27]([O:30][P:31]([O:34][CH2:35][CH:36]3[O:40][CH:39]([N:41]4[C:45]5[N:46]=[CH:47][N:48]=[C:49]([NH2:50])[C:44]=5[N:43]=[CH:42]4)[CH:38]([OH:51])[CH:37]3[OH:52])([OH:33])=[O:32])([OH:29])=[O:28])[CH:22]([OH:53])[CH:21]2[OH:54])[CH:15]=1)=[O:13].N[C@H](C([O-])=O)CCC([O-])=O>>[C:12]([C:14]1[CH:15]=[N:16][CH:17]=[CH:18][CH:19]=1)(=[O:13])[CH3:11].[CH:47]1[N:48]=[C:49]([NH2:50])[C:44]2[N:43]=[CH:42][N:41]([C@@H:39]3[O:40][C@H:36]([CH2:35][O:34][P:31]([O:30][P:27]([O:26][CH2:25][C@H:23]4[O:24][C@@H:20]([N:16]5[CH:15]=[C:14]([C:12]([NH2:1])=[O:13])[CH2:19][CH:18]=[CH:17]5)[C@H:21]([OH:54])[C@@H:22]4[OH:53])([OH:29])=[O:28])([OH:33])=[O:32])[C@@H:37]([OH:52])[C@H:38]3[OH:51])[C:45]=2[N:46]=1 |f:3.4|. Reported procedure: Glutamic acid was determined in the same manner as in Example 3 except that enzyme reaction was carried at 50° C. for 20 minutes in the presence of 3-acetylpyridine NAD (produced by Sigma Co. Ltd.) as coenzyme for glutamate, dehydrogenase (i.e., 3-acetylpyridine NADH formed by enzyme reaction was used as an indicator). The results had a good linear relationship to the real concentrations of glutamic acid. The measurements could be effected in a very short time (about 30 seconds).